This data is from the Open Reaction Database (ORD), a public repository of structured organic reaction records. The task is: describe an organic reaction: reactants, conditions, products, and yield RXN SMILES: [Cl:1][C:2]1[CH:11]=[C:10]2[C:5]([C:6]([N:12]3[C:20]4[C:15](=[CH:16][C:17]([O:21][CH3:22])=[CH:18][CH:19]=4)[C:14]([CH2:23][CH2:24][OH:25])=[C:13]3[CH3:26])=[N:7][CH:8]=[N:9]2)=[CH:4][CH:3]=1.[C:27](OC(=O)C)(=[O:29])[CH3:28]>C1C=CC=CC=1>[C:27]([O:25][CH2:24][CH2:23][C:14]1[C:15]2[C:20](=[CH:19][CH:18]=[C:17]([O:21][CH3:22])[CH:16]=2)[N:12]([C:6]2[C:5]3[C:10](=[CH:11][C:2]([Cl:1])=[CH:3][CH:4]=3)[N:9]=[CH:8][N:7]=2)[C:13]=1[CH3:26])(=[O:29])[CH3:28]. Reactants: ClC1=CC=C2C(=NC=NC2=C1)N1C(=C(C2=CC(=CC=C12)OC)CCO)C (1-(7-chloroquinazolin-4-yl)-3-(2-hydroxyethyl)-5-methoxy-2-methylindole), C(C)(=O)OC(C)=O (acetic anhydride). The solvent is C1=CC=CC=C1 (benzene). Procedure: A solution of 1-(7-chloroquinazolin-4-yl)-3-(2-hydroxyethyl)-5-methoxy-2-methylindole (0.6g.) and acetic anhydride (0.4g.) in benzene (20ml.; dried over sodium wire) was refluxed for 15 hours. The resulting yellow solution was cooled and washed successively with saturated sodium hydrogen carbonate solution (2 × 20ml.) and water (20ml.), and dried (MgSO4). The solution was evaporated to give 2-[1-(7-chloroquinazolin-4-yl)-5-methoxy-2-methylindol-3-yl]ethyl acetate as an oil [pure by TLC (system A... Product: C(C)(=O)OCCC1=C(N(C2=CC=C(C=C12)OC)C1=NC=NC2=CC(=CC=C12)Cl)C (2-[1-(7-chloroquinazolin-4-yl)-5-methoxy-2-methylindol-3-yl]ethyl acetate). The reactants are COCCOC, O=S(=O)(Nc1nccnc1Cl)c1cccc(Cl)c1Cl, [H-], [Na+], O=C(O)CC(O)(CC(=O)O)C(=O)O, OCc1ccccn1. Product: O=S(=O)(Nc1nccnc1OCc1ccccn1)c1cccc(Cl)c1Cl. Reaction SMILES: [CH3:43][O:44][CH2:45][CH2:46][O:47][CH3:48].[Cl:11][c:12]1[c:13]([S:19](=[O:20])(=[O:21])[NH:22][c:23]2[n:24][cH:25][cH:26][n:27][c:28]2[Cl:29])[cH:14][cH:15][cH:16][c:17]1[Cl:18].[H-:1].[Na+:2].[OH:30][C:31]([CH2:32][C:33]([C:34](=[O:35])[OH:36])([CH2:37][C:38](=[O:39])[OH:40])[OH:41])=[O:42].[n:3]1[c:4]([CH2:9][OH:10])[cH:5][cH:6][cH:7][cH:8]1>>[n:3]1[c:4]([CH2:9][O:10][c:28]2[c:23]([NH:22][S:19]([c:13]3[c:12]([Cl:11])[c:17]([Cl:18])[cH:16][cH:15][cH:14]3)(=[O:20])=[O:21])[n:24][cH:25][cH:26][n:27]2)[cH:5][cH:6][cH:7][cH:8]1. Reactants: CCOC(C)=O, CCCCCC, CCCC=Cc1c(C(C)C)nc(C(C)C)c(C(=O)OCC)c1-c1ccccc1F. Product: CCCC=Cc1c(C(C)C)nc(C(C)C)c(CO)c1-c1ccccc1F. Reaction SMILES: [C:36]([O:37][CH2:38][CH3:39])(=[O:40])[CH3:41].[CH3:30][CH2:31][CH2:32][CH2:33][CH2:34][CH3:35].[CH:1]([CH3:2])([CH3:3])[c:4]1[n:5][c:6]([CH:27]([CH3:28])[CH3:29])[c:7]([CH:22]=[CH:23][CH2:24][CH2:25][CH3:26])[c:8](-[c:15]2[c:16]([F:21])[cH:17][cH:18][cH:19][cH:20]2)[c:9]1[C:10](=[O:11])[O:12][CH2:13][CH3:14]>>[CH:1]([CH3:2])([CH3:3])[c:4]1[n:5][c:6]([CH:27]([CH3:28])[CH3:29])[c:7]([CH:22]=[CH:23][CH2:24][CH2:25][CH3:26])[c:8](-[c:15]2[c:16]([F:21])[cH:17][cH:18][cH:19][cH:20]2)[c:9]1[CH2:10][OH:11]. Reactants: COc1cccc(C2(N(C)C)CCC(=O)CC2)c1, COCCOC, CCO, C1CCOC1, [C-]#[N+]CS(=O)(=O)c1ccc(C)cc1. Product: COc1cccc(C2(N(C)C)CCC(C#N)CC2)c1. As a reaction SMILES: [CH3:1][N:2]([C:3]1([c:10]2[cH:11][c:12]([O:16][CH3:17])[cH:13][cH:14][cH:15]2)[CH2:4][CH2:5][C:6](=[O:9])[CH2:7][CH2:8]1)[CH3:18].[CH3:32][O:33][CH2:34][CH2:35][O:36][CH3:37].[CH3:38][CH2:39][OH:40].[O:41]1[CH2:42][CH2:43][CH2:44][CH2:45]1.[S:19]([c:21]1[cH:22][cH:23][c:24]([CH3:25])[cH:26][cH:27]1)(=[O:28])([CH2:29][N+:30]#[C-:20])=[O:31]>>[CH3:1][N:2]([C:3]1([c:10]2[cH:11][c:12]([O:16][CH3:17])[cH:13][cH:14][cH:15]2)[CH2:4][CH2:5][CH:6]([C:29]#[N:30])[CH2:7][CH2:8]1)[CH3:18]. Reactants: ClCCl, COC(=O)Cl, Cc1cccc(CN)c1CNc1cccn2c(C)c(C)nc12, c1ccncc1. The product is COC(=O)NCc1cccc(C)c1CNc1cccn2c(C)c(C)nc12. RXN SMILES: [CH2:34]([Cl:35])[Cl:36].[Cl:29][C:30](=[O:31])[O:32][CH3:33].[NH2:1][CH2:2][c:3]1[c:4]([CH2:5][NH:6][c:7]2[c:8]3[n:9]([cH:10][cH:11][cH:12]2)[c:13]([CH3:17])[c:14]([CH3:16])[n:15]3)[c:18]([CH3:22])[cH:19][cH:20][cH:21]1.[cH:23]1[cH:24][cH:25][n:26][cH:27][cH:28]1>>[NH:1]([CH2:2][c:3]1[c:4]([CH2:5][NH:6][c:7]2[c:8]3[n:9]([cH:10][cH:11][cH:12]2)[c:13]([CH3:17])[c:14]([CH3:16])[n:15]3)[c:18]([CH3:22])[cH:19][cH:20][cH:21]1)[C:30](=[O:31])[O:32][CH3:33]. Reactants: CC(C)C(C#N)(CCCI)c1cccs1, c1cncc(NC2CCNCC2)c1. Yields the product CC(C)C(C#N)(CCCN1CCC(Nc2cccnc2)CC1)c1cccs1. As a reaction SMILES: [C:1](#[N:2])[C:3]([CH2:4][CH2:5][CH2:6][I:7])([CH:8]([CH3:9])[CH3:10])[c:11]1[s:12][cH:13][cH:14][cH:15]1.[n:16]1[cH:17][c:18]([NH:22][CH:23]2[CH2:24][CH2:25][NH:26][CH2:27][CH2:28]2)[cH:19][cH:20][cH:21]1>>[C:1](#[N:2])[C:3]([CH2:4][CH2:5][CH2:6][N:26]1[CH2:25][CH2:24][CH:23]([NH:22][c:18]2[cH:17][n:16][cH:21][cH:20][cH:19]2)[CH2:28][CH2:27]1)([CH:8]([CH3:9])[CH3:10])[c:11]1[s:12][cH:13][cH:14][cH:15]1. Reactants: C(C)(C)(C)OC(=O)N1CCN(CC1)C1=CC(=CC=C1)CN1N=CC=2C1=NC(=NC2)NC=2C=NN(C2)C (tert-Butyl-4-(3-((6-((1-methyl-1H-pyrazol-4-yl)amino)-1H-pyrazolo[3,4-d]pyrimidin-1-yl)methyl)phenyl)piperazine-1-carboxylate), C(=O)(C(F)(F)F)O.C(Cl)Cl (TFA DCM). Product: CN1N=CC(=C1)NC1=NC=C2C(=N1)N(N=C2)CC2=CC(=CC=C2)N2CCNCC2 (N-(1-Methyl-1H-pyrazol-4-yl)-1-(3-(piperazin-1-yl)benzyl)-1H-pyrazolo[3,4-d]pyrimidin-6-amine). The yield is 11.6%. As a reaction SMILES: C(OC([N:8]1[CH2:13][CH2:12][N:11]([C:14]2[CH:19]=[CH:18][CH:17]=[C:16]([CH2:20][N:21]3[C:25]4=[N:26][C:27]([NH:30][C:31]5[CH:32]=[N:33][N:34]([CH3:36])[CH:35]=5)=[N:28][CH:29]=[C:24]4[CH:23]=[N:22]3)[CH:15]=2)[CH2:10][CH2:9]1)=O)(C)(C)C.C(O)(C(F)(F)F)=O.C(Cl)Cl>>[CH3:36][N:34]1[CH:35]=[C:31]([NH:30][C:27]2[N:26]=[C:25]3[N:21]([CH2:20][C:16]4[CH:17]=[CH:18][CH:19]=[C:14]([N:11]5[CH2:12][CH2:13][NH:8][CH2:9][CH2:10]5)[CH:15]=4)[N:22]=[CH:23][C:24]3=[CH:29][N:28]=2)[CH:32]=[N:33]1 |f:1.2|. Procedure: tert-Butyl-4-(3-((6-((1-methyl-1H-pyrazol-4-yl)amino)-1H-pyrazolo[3,4-d]pyrimidin-1-yl)methyl)phenyl)piperazine-1-carboxylate (1.10 g, 2.25 mmol) was treated with TFA/DCM (1:2, 12 mL) for 1 h at rt. After evaporation to dryness, the residue was purified by preparative HPLC to afford the title compound (103 mg, 0.26 mmol, 12% over two steps). 1H NMR (d6-DMSO) δ 9.83 (s, 1H), 8.90 (s, 1H), 8.08 (s, 1H), 8.04 (s, 1H), 7.58 (s, 1H), 7.18-7.06 (m, 1H), 7.00 (s, 1H), 6.84-6.75 (m, 1H), 6.73-6.58 (m, 1... Reactants: CCO, CCOC(=O)C=Cc1ccco1. Yields the product CCOC(=O)CCc1ccco1. As a reaction SMILES: [CH3:13][CH2:14][OH:15].[o:1]1[c:2]([CH:6]=[CH:7][C:8](=[O:9])[O:10][CH2:11][CH3:12])[cH:3][cH:4][cH:5]1>>[o:1]1[c:2]([CH2:6][CH2:7][C:8](=[O:9])[O:10][CH2:11][CH3:12])[cH:3][cH:4][cH:5]1.